From a dataset of the Open Reaction Database (ORD), a public repository of structured organic reaction records. describe an organic reaction: reactants, conditions, products, and yield The reactants are NCCCN1C(C2(C3=CC(=CC=C13)Br)OCCCO2)=O (1′-(3-aminopropyl)-5′-bromospiro[1,3-dioxane-2,3′-indol]-2′(1′H)-one), N (NH3). Solvent: CCO (EtOH). Product: BrC1=CC=2C3(C=4N(C2C=C1)CCCN4)OCCCO3 (8′-Bromo-3′,4′-dihydrospiro[1,3-dioxane-2,10′(2′H)-pyrimido[1,2-a]indole]). Yield: 46.9%. RXN SMILES: [NH2:1][CH2:2][CH2:3][CH2:4][N:5]1[C:13]2[C:8](=[CH:9][C:10]([Br:14])=[CH:11][CH:12]=2)[C:7]2([O:19][CH2:18][CH2:17][CH2:16][O:15]2)[C:6]1=O.N>CCO>[Br:14][C:10]1[CH:11]=[CH:12][C:13]2[N:5]3[CH2:4][CH2:3][CH2:2][N:1]=[C:6]3[C:7]3([O:19][CH2:18][CH2:17][CH2:16][O:15]3)[C:8]=2[CH:9]=1. Procedure: A mixture of 1′-(3-aminopropyl)-5′-bromospiro[1,3-dioxane-2,3′-indol]-2′(1′H)-one (1.89 g, 5.54 mmol) in 2M EtOH.NH3 (150 mL) was heated in a steel pressure vessel at 135° C. for 46 hr. After cooling to room temperature the reaction was concentrated. The crude product was purified on Biotage KP silica gel eluting with 85/15 Pet ether/acetone to give the title compound (0.84 g, 66% ). A portion was dried in vacuo at 50° C. to give the analytically pure sample. Anal: Calc'd for C14H15BrN2O2: C, 52... Reactants: [N+](CCCC)(CCCC)(CCCC)CCCC.[F-] (nBu4NF), OC(C[C@@]1(CCN(C(O1)=O)[C@@H](C)C1=CC=C(C=C1)C#C[Si](C)(C)C)C1=CC=CC=C1)(C)C ((S)-6-(2-hydroxy-2-methyl-propyl)-6-phenyl-3-[(S)-1-(4-trimethylsilylethynyl-phenyl)-ethyl]-[1,3]oxazinan-2-one). The solvent is O1CCCC1 (tetrahydrofuran). Run at time 1 hour. The product is C(#C)C1=CC=C(C=C1)[C@H](C)N1C(O[C@](CC1)(C1=CC=CC=C1)CC(C)(C)O)=O (3-[(S)-1-(4-Ethynyl-phenyl)-ethyl]-(S)-6-(2-hydroxy-2-methyl-propyl)-6-phenyl-[1,3]oxazinan-2-one). RXN SMILES: [N+](CCCC)(CCCC)(CCCC)CCCC.[F-].[OH:19][C:20]([CH3:50])([CH3:49])[CH2:21][C@@:22]1([C:43]2[CH:48]=[CH:47][CH:46]=[CH:45][CH:44]=2)[O:27][C:26](=[O:28])[N:25]([C@H:29]([C:31]2[CH:36]=[CH:35][C:34]([C:37]#[C:38][Si](C)(C)C)=[CH:33][CH:32]=2)[CH3:30])[CH2:24][CH2:23]1>O1CCCC1>[C:37]([C:34]1[CH:33]=[CH:32][C:31]([C@@H:29]([N:25]2[CH2:24][CH2:23][C@:22]([CH2:21][C:20]([OH:19])([CH3:49])[CH3:50])([C:43]3[CH:44]=[CH:45][CH:46]=[CH:47][CH:48]=3)[O:27][C:26]2=[O:28])[CH3:30])=[CH:36][CH:35]=1)#[CH:38] |f:0.1|. Procedure details: nBu4NF (1 mol/L in tetrahydrofuran, 4.90 mL) was added to a solution of (S)-6-(2-hydroxy-2-methyl-propyl)-6-phenyl-3-[(S)-1-(4-trimethylsilylethynyl-phenyl)-ethyl]-[1,3]oxazinan-2-one (2.00 g) in tetrahydrofuran (20 mL) at room temperature. The solution was stirred for 1 h at room temperature and then concentrated under reduced pressure. Ethyl acetate was added to the residue and the resulting mixture was washed with water and brine. The organic phase was dried (MgSO4) and the solvent was evapor... The reactants are CC(=O)OI1(C=2C=CC=CC2C(=O)O1)(OC(=O)C)OC(=O)C (Dess-Martin Periodinane), FC(C=1C=C(C=C(C1)C(F)(F)F)[C@@H]1[C@@H](N(C(O1)=O)CC1=C(C=CC(=C1)C(F)(F)F)C1=CC(=CC=C1Cl)C1=C(C=C(C=C1)CO)C)C)(F)F ((4S,5R)-5-[3,5-bis(trifluoromethyl)phenyl]-3-{[6′-chloro-4″-(hydroxymethyl)-2″-methyl-4-(trifluoromethyl)-1,1′:3′,1″-terphenyl-2-yl]methyl}-4-methyl-1,3-oxazolidin-2-one), CCOC(=O)C.CCCCCC (EtOAc hexane). The solvent is C(Cl)Cl (methylene chloride). Reaction conditions: time 1 hour. Product: FC(C=1C=C(C=C(C1)C(F)(F)F)[C@@H]1[C@@H](N(C(O1)=O)CC1=C(C=CC(=C1)C(F)(F)F)C=1C=C(C=CC1Cl)C1=C(C=C(C=C1)C=O)C)C)(F)F (2″-({(4S,5R)-5-[3,5-bis(trifluoromethyl)phenyl]-4-methyl-2-oxo-1,3-oxazolidin-3-yl}methyl)-4′-chloro-2-methyl-4″-(trifluoromethyl)-1,1′:3′,1″-terphenyl-4-carbaldehyde). RXN SMILES: CC(OI1(OC(C)=O)(OC(C)=O)OC(=O)C2C=CC=CC1=2)=O.[F:23][C:24]([F:70])([F:69])[C:25]1[CH:26]=[C:27]([C@H:35]2[O:39][C:38](=[O:40])[N:37]([CH2:41][C:42]3[CH:47]=[C:46]([C:48]([F:51])([F:50])[F:49])[CH:45]=[CH:44][C:43]=3[C:52]3[C:57]([Cl:58])=[CH:56][CH:55]=[C:54]([C:59]4[CH:64]=[CH:63][C:62]([CH2:65][OH:66])=[CH:61][C:60]=4[CH3:67])[CH:53]=3)[C@H:36]2[CH3:68])[CH:28]=[C:29]([C:31]([F:34])([F:33])[F:32])[CH:30]=1.CCOC(C)=O.CCCCCC>C(Cl)Cl>[F:70][C:24]([F:23])([F:69])[C:25]1[CH:26]=[C:27]([C@H:35]2[O:39][C:38](=[O:40])[N:37]([CH2:41][C:42]3[CH:47]=[C:46]([C:48]([F:49])([F:51])[F:50])[CH:45]=[CH:44][C:43]=3[C:52]3[CH:53]=[C:54]([C:59]4[CH:64]=[CH:63][C:62]([CH:65]=[O:66])=[CH:61][C:60]=4[CH3:67])[CH:55]=[CH:56][C:57]=3[Cl:58])[C@H:36]2[CH3:68])[CH:28]=[C:29]([C:31]([F:34])([F:33])[F:32])[CH:30]=1 |f:2.3|. Procedure details: Dess-Martin Periodinane (145 mg, 0.34 mmol) was added to a solution of alcohol from Example 49 (200 mg, 0.285 mmol) in methylene chloride (5 ml) at room temperature. The resulting slurry was stirred at room temperature for 1 h. No starting material was seen by TLC (EtOAc/hexane 2:8). The solid was filtered. The filtrate was concentrated. The residue was purified by flash column on silica gel, eluting with EtOAc/hexane (30:70) to give the title compound as a colorless solid. 1H NMR (CDCl3, 500 MH... The reactants are C(#N)C=1C=CC(=NC1)COC(C)=O ((5-Cyano-2-pyridinyl)methylacetate), [OH-].[Li+] (Lithium hydroxide). Solvent: O (water), C(C)(=O)OCC (ethyl acetate), O1CCCC1 (tetrahydrofuran), C1CCOC1 (THF), O (water). Run at time 2 hour. Yields the product OCC1=NC=C(C#N)C=C1 (6-(Hydroxymethyl)nicotinonitrile). As a reaction SMILES: [C:1]([C:3]1[CH:4]=[CH:5][C:6]([CH2:9][O:10]C(=O)C)=[N:7][CH:8]=1)#[N:2].[OH-].[Li+]>O1CCCC1.O.C(OCC)(=O)C>[OH:10][CH2:9][C:6]1[CH:5]=[CH:4][C:3]([C:1]#[N:2])=[CH:8][N:7]=1 |f:1.2|. Procedure details: The compound of Example 31A (180 mg, 1.02 mmol) is dissolved in tetrahydrofuran (8 ml). Lithium hydroxide (48.94 mg, 2.04 mmol) is dissolved in water (5 ml) and added to the THF solution. The reaction is stirred for 2 hours at room temperature. The mixture is diluted with water and ethyl acetate. The aqueous phase is extracted three times with ethyl acetate. The organic phases are combined and washed with brine, dried with magnesium sulphate monohydrate, filtered and concentrated in vacuo. The r... Starting materials: [Al+3], N#Cc1cc(Cl)ccc1CN1CC(F)(F)C1, [H-], [H-], [H-], [H-], [Li+], [Na+], [OH-], O. Product: NCc1cc(Cl)ccc1CN1CC(F)(F)C1. As a reaction SMILES: [Al+3:2].[Cl:7][c:8]1[cH:9][cH:10][c:11]([CH2:16][N:17]2[CH2:18][C:19]([F:21])([F:22])[CH2:20]2)[c:12]([C:13]#[N:14])[cH:15]1.[H-:1].[H-:4].[H-:5].[H-:6].[Li+:3].[Na+:24].[OH-:23].[OH2:25]>>[Cl:7][c:8]1[cH:9][cH:10][c:11]([CH2:16][N:17]2[CH2:18][C:19]([F:21])([F:22])[CH2:20]2)[c:12]([CH2:13][NH2:14])[cH:15]1. Reactants: ClC=1C=C(CNC2=NN=C(C3=CC=C(C=C23)C#N)N2CCC(CC2)N2C(C=3C(C2=O)=CC=CC3)=O)C=CC1OC (4-(3-chloro-4-methoxybenzyl)amino-6-cyano-1-(4-phthalimidopiperidino)phthalazine), O.NN (hydrazine monohydrate). The solvent is C(C)O (ethanol). The product is Cl.Cl.NC1CCN(CC1)C1=NN=C(C2=CC(=CC=C12)C#N)NCC1=CC(=C(C=C1)OC)Cl (1-(4-Aminopiperidino)-4-(3-chloro-4-methoxybenzyl)amino-6-cyanophthalazine dihydrochloride). The yield is 30.4%. As a reaction SMILES: [Cl:1][C:2]1[CH:3]=[C:4]([CH:36]=[CH:37][C:38]=1[O:39][CH3:40])[CH2:5][NH:6][C:7]1[C:16]2[C:11](=[CH:12][CH:13]=[C:14]([C:17]#[N:18])[CH:15]=2)[C:10]([N:19]2[CH2:24][CH2:23][CH:22]([N:25]3C(=O)C4=CC=CC=C4C3=O)[CH2:21][CH2:20]2)=[N:9][N:8]=1.O.NN>C(O)C>[ClH:1].[ClH:1].[NH2:25][CH:22]1[CH2:21][CH2:20][N:19]([C:10]2[C:11]3[C:16](=[CH:15][C:14]([C:17]#[N:18])=[CH:13][CH:12]=3)[C:7]([NH:6][CH2:5][C:4]3[CH:36]=[CH:37][C:38]([O:39][CH3:40])=[C:2]([Cl:1])[CH:3]=3)=[N:8][N:9]=2)[CH2:24][CH2:23]1 |f:1.2,4.5.6|. Procedure details: A mixture of 4.85 g of the resulting 4-(3-chloro-4-methoxybenzyl)amino-6-cyano-1-(4-phthalimidopiperidino)phthalazine, 4 ml hydrazine monohydrate and 40 ml ethanol was heated under reflux for 1 hr. The reaction solution was evaporated, dissolved in ethyl acetate, and 1 N hydrochloric acid was added thereto to adjust the pH thereof to 3, and the insoluble matters were removed by filtration. The aqueous layer in the filtrate was adjusted to pH 11 with 1 N sodium hydroxide, and then extracted with ... The reactants are COC(=O)C=1N(C2=CC=CC=C2C1C(=O)OC)CC1=CC(=CC=C1)C#N (1-(3-cyano-benzyl)-1H-indole-2,3-dicarboxylic acid dimethyl ester), S (hydrogen sulfide). The product is COC(=O)C=1N(C2=CC=CC=C2C1C(=O)OC)CC1=CC(=CC=C1)C(N)=S (1-(3-thiocarbamoylphenyl)methyl-1H-indole-2,3-dicarboxylic acid dimethyl ester). As a reaction SMILES: [CH3:1][O:2][C:3]([C:5]1[N:6]([CH2:18][C:19]2[CH:24]=[CH:23][CH:22]=[C:21]([C:25]#[N:26])[CH:20]=2)[C:7]2[C:12]([C:13]=1[C:14]([O:16][CH3:17])=[O:15])=[CH:11][CH:10]=[CH:9][CH:8]=2)=[O:4].[SH2:27]>>[CH3:1][O:2][C:3]([C:5]1[N:6]([CH2:18][C:19]2[CH:24]=[CH:23][CH:22]=[C:21]([C:25](=[S:27])[NH2:26])[CH:20]=2)[C:7]2[C:12]([C:13]=1[C:14]([O:16][CH3:17])=[O:15])=[CH:11][CH:10]=[CH:9][CH:8]=2)=[O:4]. Procedure: The starting material 1-(3-thiocarbamoylphenyl)methyl-1H-indole-2,3-dicarboxylic acid dimethyl ester was prepared analogously to example 13/1 by reacting 1-(3-cyano-benzyl)-1H-indole-2,3-dicarboxylic acid dimethyl ester (example 11/1) with hydrogen sulfide. It was crystallized from ether/hexane to give yellow crystals with m.p. 176-178° C. Reactants: diaryl, NC1=CC(=C(C(=O)O)C=C1N)O (4,5-diamino-2-hydroxybenzoic acid), COC1=CC=C(C=C1)C(C(=O)C1=CC=C(C=C1)OC)=O (1,2-bis(4-methoxyphenyl)ethane-1,2-dione). Product: OC1=C(C=C2N=C(C(=NC2=C1)C1=CC=C(C=C1)OC)C1=CC=C(C=C1)OC)C(=O)O (7-hydroxy-2,3-bis(4-methoxyphenyl)quinoxaline-6-carboxylic acid). The yield is 12.4%. As a reaction SMILES: [NH2:1][C:2]1[C:10]([NH2:11])=[CH:9][C:5]([C:6]([OH:8])=[O:7])=[C:4]([OH:12])[CH:3]=1.[CH3:13][O:14][C:15]1[CH:20]=[CH:19][C:18]([C:21](=O)[C:22]([C:24]2[CH:29]=[CH:28][C:27]([O:30][CH3:31])=[CH:26][CH:25]=2)=O)=[CH:17][CH:16]=1>>[OH:12][C:4]1[CH:3]=[C:2]2[C:10]([N:11]=[C:22]([C:24]3[CH:29]=[CH:28][C:27]([O:30][CH3:31])=[CH:26][CH:25]=3)[C:21]([C:18]3[CH:17]=[CH:16][C:15]([O:14][CH3:13])=[CH:20][CH:19]=3)=[N:1]2)=[CH:9][C:5]=1[C:6]([OH:8])=[O:7]. Procedure details: The diaryl product was obtained using the same synthetic methods as shown in Example 25, step 7, using 4,5-diamino-2-hydroxybenzoic acid (168 mg, 1.00 mmol, 1.00 equiv) and 1,2-bis(4-methoxyphenyl)ethane-1,2-dione (270 mg, 1.00 mmol, 1.00 equiv) as reactants, yielding 50 mg (12%) of 7-hydroxy-2,3-bis(4-methoxyphenyl)quinoxaline-6-carboxylic acid as a red solid.